This data is from the Open Reaction Database (ORD), a public repository of structured organic reaction records. The task is: describe an organic reaction: reactants, conditions, products, and yield Yields the product CN(C(=CC(=O)C1=CC=C2C(C(=CN(C2=C1)CC)C(=O)OCC)=O)C)C (ethyl 7-[3-(dimethylamino)-1-oxo2-butenyl]-1-ethyl-1,4-dihydro-4-oxo-3-quinolinecarboxylate). Run in CN(C)C=O (DMF). Procedure: A mixture of 32.6 g ethyl 7-acetyl-1,4-dihydro1-ethyl-4-oxo-3-quinolinecarboxylate, 24 ml dimethylacetamide dimethylacetal and 100 ml DMF was heated on a steam bath for 4 hrs. The reaction mixture was concentrated in vacuo and the solid residue triturated with ethyl acetate. The solid product was recrystallized from acetonitrile to give 20.9 g ethyl 7-[3-(dimethylamino)-1-oxo2-butenyl]-1-ethyl-1,4-dihydro-4-oxo-3-quinolinecarboxylate, yellowish-orange powder, m.p. 178-179.5° C. RXN SMILES: [C:1]([C:4]1[CH:13]=[C:12]2[C:7]([C:8](=[O:21])[C:9]([C:16]([O:18][CH2:19][CH3:20])=[O:17])=[CH:10][N:11]2[CH2:14][CH3:15])=[CH:6][CH:5]=1)(=[O:3])[CH3:2].CO[C:24](OC)([N:26]([CH3:28])[CH3:27])[CH3:25]>CN(C=O)C>[CH3:27][N:26]([CH3:28])[C:24]([CH3:25])=[CH:2][C:1]([C:4]1[CH:13]=[C:12]2[C:7]([C:8](=[O:21])[C:9]([C:16]([O:18][CH2:19][CH3:20])=[O:17])=[CH:10][N:11]2[CH2:14][CH3:15])=[CH:6][CH:5]=1)=[O:3]. Starting materials: C(C)(=O)C1=CC=C2C(C(=CN(C2=C1)CC)C(=O)OCC)=O (ethyl 7-acetyl-1,4-dihydro1-ethyl-4-oxo-3-quinolinecarboxylate), COC(C)(N(C)C)OC (dimethylacetamide dimethylacetal). Starting materials: C(N)(O)=O (carbamic acid), C(C)(CC)C1=C(C(=CC=C1)C(C)CC)OC(N)=O (carbamic acid 2,6-di-sec-butylphenyl ester), [OH-].[Na+] (NaOH). Run in O1CCOCC1 (dioxane). Yields the product C(C)(CC)C1=C(C(=CC=C1)C(C)CC)O ((−)-2,6-di-sec-butylphenol). Yield: 100.3%. RXN SMILES: C(=O)(O)N.[CH:5]([C:9]1[CH:14]=[CH:13][CH:12]=[C:11]([CH:15]([CH2:17][CH3:18])[CH3:16])[C:10]=1[O:19]C(=O)N)([CH2:7][CH3:8])[CH3:6].[OH-].[Na+]>O1CCOCC1>[CH:15]([C:11]1[CH:12]=[CH:13][CH:14]=[C:9]([CH:5]([CH2:7][CH3:8])[CH3:6])[C:10]=1[OH:19])([CH2:17][CH3:18])[CH3:16] |f:2.3|. Procedure details: R-(+)-1-Phenyl-ethyl)-carbamic acid (+2,6-di-sec-butylphenyl ester (1b) (4.1 g, 11.6 mmol) was dissolved in a 100 ml 1:1 mixture of dioxane: 1M NaOH aq. The reaction mixture was stirred at 70° C. for 15 min. Volatiles were removed at reduced pressure to a volume of ˜50-70 ml. The pH was adjusted to 3-4 with 1M HCl. The phenol was extracted with ether (3×50 ml), washed with 1 M HCl, brine and dried over anhydrous MgSO4. Evaporation yielded crude yellow oil (2.4 g, ˜100%). Vacuum distillation was ... Reactants: C(C)(C)(C)OC(C[C@H]([C@H](C1CCCC1)N(C)CC1=CC=CC=C1)OC)=O ((3R,4S)-tert-butyl-4-(benzyl(methyl)amino)-4-cyclopentyl-3-methoxybutanoate). Reagents/catalysts: [Pd] (Pd/C). Solvent: C(C)O (ethanol). Yields the product C(C)(C)(C)OC(C[C@H]([C@@H](NC)C1CCCC1)OC)=O ((3R,4S)-tert-butyl4-cyclopentyl-3-methoxy-4-(methylamino)butanoate). The yield is 33.7%. Reaction SMILES: [C:1]([O:5][C:6](=[O:26])[CH2:7][C@@H:8]([O:24][CH3:25])[C@@H:9]([N:15](CC1C=CC=CC=1)[CH3:16])[CH:10]1[CH2:14][CH2:13][CH2:12][CH2:11]1)([CH3:4])([CH3:3])[CH3:2]>C(O)C.[Pd]>[C:1]([O:5][C:6](=[O:26])[CH2:7][C@@H:8]([O:24][CH3:25])[C@H:9]([CH:10]1[CH2:11][CH2:12][CH2:13][CH2:14]1)[NH:15][CH3:16])([CH3:3])([CH3:4])[CH3:2]. Procedure: (3R,4S)-tert-butyl4-(benzyl(methyl)amino)-4-cyclopentyl-3-methoxybutanoate (8) (3.0 g, 8.3 mmol) in ethanol (30 mL) was hydrogenated with Pd/C (1.3 g) for overnight. After the removal of residual Pd/C by filtration, the filtrate was concentrated to afford the desired product 9 (760 mg, 33.6.0%). LC-MS: m/z 272.1[M+H+]+. Reactants: aqueous solution, [F-].[K+] (potassium fluoride), BrC1=C2CCC(C2=CC=C1)=O (4-bromo-1-indanone), C(CCC)[Sn](CC=C)(CCCC)CCCC (tributyl allyl stannane), CN(C=O)C (dimethylformamide), tetrakis triphenyl phosphine palladium. The solvent is C(C)N(CC)CC (triethylamine). Conditions: temperature 20 celsius. The product is C(C=C)C1=C2CCC(C2=CC=C1)=O (4-(2-propenyl)-1-indanone). RXN SMILES: Br[C:2]1[CH:10]=[CH:9][CH:8]=[C:7]2[C:3]=1[CH2:4][CH2:5][C:6]2=[O:11].[CH2:12]([Sn](CCCC)(CCCC)CC=C)[CH2:13][CH2:14]C.CN(C)C=O.[F-].[K+]>C(N(CC)CC)C>[CH2:14]([C:2]1[CH:10]=[CH:9][CH:8]=[C:7]2[C:3]=1[CH2:4][CH2:5][C:6]2=[O:11])[CH:13]=[CH2:12] |f:3.4|. Procedure details: 15 g of 4-bromo-1-indanone, 24 ml of tributyl allyl stannane, 150 ml of dimethylformamide, 0.82 g of tetrakis triphenyl phosphine palladium and 7.89 g of triethylamine are taken to 120° C. for one hour. After cooling to 20° C., the reaction mixture is poured over 300 ml of an aqueous solution of potassium fluoride, agitated, and filtered on celite; the filtrate is extracted with isopropyl ether. The insoluble part is taken up with ethyl acetate and filtered on celite. The reunited organic phases... RXN SMILES: [ClH:41].[N:1](=[N+:2]=[N-:3])[CH2:4][CH:5]1[O:6][c:7]2[c:8]([cH:10][cH:11][c:12]([F:21])[c:13]2-[c:14]2[c:15]([CH3:20])[cH:16][cH:17][cH:18][cH:19]2)[CH2:9]1.[O:42]1[CH2:43][CH2:44][CH2:45][CH2:46]1.[c:22]1([P:23]([c:24]2[cH:25][cH:26][cH:27][cH:28][cH:29]2)[c:30]2[cH:31][cH:32][cH:33][cH:34][cH:35]2)[cH:36][cH:37][cH:38][cH:39][cH:40]1>>[NH2:1][CH2:4][CH:5]1[O:6][c:7]2[c:8]([cH:10][cH:11][c:12]([F:21])[c:13]2-[c:14]2[c:15]([CH3:20])[cH:16][cH:17][cH:18][cH:19]2)[CH2:9]1. Yields the product Cc1ccccc1-c1c(F)ccc2c1OC(CN)C2. Starting materials: Cl, Cc1ccccc1-c1c(F)ccc2c1OC(CN=[N+]=[N-])C2, C1CCOC1, c1ccc(P(c2ccccc2)c2ccccc2)cc1. Reactants: CS(=O)(=O)c1ccc(-c2cc(C(=O)O)nn2-c2ccc(F)cc2)cc1, C1CCOC1, O=S(Cl)Cl. Yields the product CS(=O)(=O)c1ccc(-c2cc(C(=O)Cl)nn2-c2ccc(F)cc2)cc1. RXN SMILES: [F:1][c:2]1[cH:3][cH:4][c:5](-[n:8]2[n:9][c:10]([C:23](=[O:24])[OH:25])[cH:11][c:12]2-[c:13]2[cH:14][cH:15][c:16]([S:19](=[O:20])(=[O:21])[CH3:22])[cH:17][cH:18]2)[cH:6][cH:7]1.[O:30]1[CH2:31][CH2:32][CH2:33][CH2:34]1.[S:26]([Cl:27])([Cl:28])=[O:29]>>[F:1][c:2]1[cH:3][cH:4][c:5](-[n:8]2[n:9][c:10]([C:23](=[O:25])[Cl:28])[cH:11][c:12]2-[c:13]2[cH:14][cH:15][c:16]([S:19](=[O:20])(=[O:21])[CH3:22])[cH:17][cH:18]2)[cH:6][cH:7]1.